From a dataset of the Open Reaction Database (ORD), a public repository of structured organic reaction records. describe an organic reaction: reactants, conditions, products, and yield Starting materials: solution, C(C)(CC)[Li] (sec-butyl lithium), COC=1C=C(C=O)C=C(C1OC)OC (3,4,5-trimethoxybenzaldehyde), CNC(C1=C(C=CC=C1)Cl)=O (N-methyl-2-chlorobenzamide), O (water). Solvent: C1CCCCC1 (cyclohexane), O1CCCC1 (tetrahydrofuran), O1CCCC1 (tetrahydrofuran), C(C)(=O)OCC (ethyl acetate). Run at temperature -60 celsius, time 30 minute. The product is CNC(C1=C(C=CC=C1C(C1=CC(=C(C(=C1)OC)OC)OC)O)Cl)=O (N-methyl-2-chloro-6-[hydroxy-(3,4,5-trimethoxyphenyl)methyl]benzamide). Yield: 68.7%. Reaction SMILES: [CH3:1][NH:2][C:3](=[O:11])[C:4]1[CH:9]=[CH:8][CH:7]=[CH:6][C:5]=1[Cl:10].C([Li])(CC)C.[CH3:17][O:18][C:19]1[CH:20]=[C:21]([CH:24]=[C:25]([O:29][CH3:30])[C:26]=1[O:27][CH3:28])[CH:22]=[O:23].O>O1CCCC1.C1CCCCC1.C(OCC)(=O)C>[CH3:1][NH:2][C:3](=[O:11])[C:4]1[C:9]([CH:22]([OH:23])[C:21]2[CH:20]=[C:19]([O:18][CH3:17])[C:26]([O:27][CH3:28])=[C:25]([O:29][CH3:30])[CH:24]=2)=[CH:8][CH:7]=[CH:6][C:5]=1[Cl:10]. Reported procedure: A solution of N-methyl-2-chlorobenzamide (13.0 g) in tetrahydrofuran (300 ml) is cooled to −70° C., and thereto is added dropwise a 1.3M solution of sec-butyl lithium in cyclohexane (130 ral) over a period of 20 minutes. The mixture is stirred at −60° C. for 30 minutes, and thereto is added dropwise a solution of 3,4,5-trimethoxybenzaldehyde (15.0 g) in tetrahydrofuran (100 ml) over a period of 10 minutes. The mixture is stirred at the same temperature for one hour, and thereto are added water a... The reactants are BrC1=C(C=CC(=C1)C(=O)N1CC(CC1)C=1C=NC=CC1)C1=CC(=CC(=C1)C(F)(F)F)C(F)(F)F (3-(1-{[2-bromo-3′,5′-bis(trifluoromethyl)biphenyl-4-yl]carbonyl}pyrrolidin-3-yl)pyridine), N1N=CC=C1 (pyrazole), C(C=1C(O)=CC=CC1)=NO (salicylaldoxime), C([O-])([O-])=O.[Cs+].[Cs+] (cesium carbonate). Reagents/catalysts: [Cu-]=O (copper(I) oxide). Run in C(C)#N (acetonitrile). Yields the product N1(N=CC=C1)C1=C(C=CC(=C1)C(=O)N1CC(CC1)C=1C=NC=CC1)C1=CC(=CC(=C1)C(F)(F)F)C(F)(F)F (3-(1-{[2-(1H-pyrazol-1-yl)-3′,5′-bis(trifluoromethyl)biphenyl-4-yl]carbonyl}pyrrolidin-3-yl)pyridine). RXN SMILES: Br[C:2]1[CH:7]=[C:6]([C:8]([N:10]2[CH2:14][CH2:13][CH:12]([C:15]3[CH:16]=[N:17][CH:18]=[CH:19][CH:20]=3)[CH2:11]2)=[O:9])[CH:5]=[CH:4][C:3]=1[C:21]1[CH:26]=[C:25]([C:27]([F:30])([F:29])[F:28])[CH:24]=[C:23]([C:31]([F:34])([F:33])[F:32])[CH:22]=1.[NH:35]1[CH:39]=[CH:38][CH:37]=[N:36]1.C(=NO)C1C(=CC=CC=1)O.C(=O)([O-])[O-].[Cs+].[Cs+]>C(#N)C.[Cu-]=O>[N:35]1([C:2]2[CH:7]=[C:6]([C:8]([N:10]3[CH2:14][CH2:13][CH:12]([C:15]4[CH:16]=[N:17][CH:18]=[CH:19][CH:20]=4)[CH2:11]3)=[O:9])[CH:5]=[CH:4][C:3]=2[C:21]2[CH:26]=[C:25]([C:27]([F:30])([F:29])[F:28])[CH:24]=[C:23]([C:31]([F:34])([F:33])[F:32])[CH:22]=2)[CH:39]=[CH:38][CH:37]=[N:36]1 |f:3.4.5|. Procedure: A solution of 3b (54.0 mg, 0.099 mmol), pyrazole (50.7 mg, 0.745 mmol), salicylaldoxime (19.8 mg, 0.145 mmol), copper(I) oxide (16.6 mg, 0.116 mmol) and cesium carbonate (265 mg, 0.812 mmol) in acetonitrile (1.00 mL) was heated to 120° C. in a sealed microwave vial for a total of 60 min. The reaction mixture was cooled to rt, concentrated in vacuo, and the resulting crude residue was purified by preparative reversed phase HPLC on YMC Pack Pro C18 stationary phase (CH3CN/H2O as eluent, 0.05% TFA ... The reactants are C(C1=CC=CC=C1)N1CCC(=CC1)C1=C(C=CC=C1)C(F)(F)F (1-benzyl-4-[2-(trifluoromethyl)phenyl]-1,2,3,6-tetrahydropyridine), C(C)(C)(C)C1=CC=C(C=C1)S(=O)(=O)Cl (4-tert-butylbenzenesulfonyl chloride). Product: C(C)(C)(C)C1=CC=C(C=C1)S(=O)(=O)N1CCC(CC1)C1=C(C=CC=C1)C(F)(F)F (1-[(4-tert-butylphenyl)sulfonyl]-4-[2-(trifluoromethyl)phenyl]piperidine). Isolated yield 48.8%. RXN SMILES: C([N:8]1[CH2:13][CH:12]=[C:11]([C:14]2[CH:19]=[CH:18][CH:17]=[CH:16][C:15]=2[C:20]([F:23])([F:22])[F:21])[CH2:10][CH2:9]1)C1C=CC=CC=1.[C:24]([C:28]1[CH:33]=[CH:32][C:31]([S:34](Cl)(=[O:36])=[O:35])=[CH:30][CH:29]=1)([CH3:27])([CH3:26])[CH3:25]>>[C:24]([C:28]1[CH:33]=[CH:32][C:31]([S:34]([N:8]2[CH2:9][CH2:10][CH:11]([C:14]3[CH:19]=[CH:18][CH:17]=[CH:16][C:15]=3[C:20]([F:21])([F:22])[F:23])[CH2:12][CH2:13]2)(=[O:36])=[O:35])=[CH:30][CH:29]=1)([CH3:27])([CH3:25])[CH3:26]. Procedure details: Using the procedure from Example 14A, Step 14D, 1-benzyl-4-[2-(trifluoromethyl)phenyl]-1,2,3,6-tetrahydropyridine (Example 14A, Step 14C, 150 mg, 0.65 mmol) was reacted with 4-tert-butylbenzenesulfonyl chloride (182 mg, 0.78 mmol) to afford the title compound (135 mg), a white solid, in 49% yield. Reactants: COC=1C=C(CC2N(CCC3=C(C=CC(=C23)O)OC)CC(=O)NCC2=NC=CC=C2)C=CC1OC (2-[1-(3,4-dimethoxy-benzyl)-8-hydroxy-5-methoxy-3,4-dihydro-1H-isoquinolin-2-yl]-N-(pyridin-2-yl-methyl)-acetamide), BrCCCF (1-bromo-3-fluoro-propane). The product is COC=1C=C(CC2N(CCC3=C(C=CC(=C23)OCCCF)OC)CC(=O)NCC2=NC=CC=C2)C=CC1OC (2-[1-(3,4-dimethoxy-benzyl)-8-(3-fluoro-propoxy)-5-methoxy-3,4-dihydro-1H-isoquinolin-2-yl]-N-(pyridin-2-yl-methyl)-acetamide). As a reaction SMILES: [CH3:1][O:2][C:3]1[CH:4]=[C:5]([CH:31]=[CH:32][C:33]=1[O:34][CH3:35])[CH2:6][CH:7]1[C:16]2[C:11](=[C:12]([O:18][CH3:19])[CH:13]=[CH:14][C:15]=2[OH:17])[CH2:10][CH2:9][N:8]1[CH2:20][C:21]([NH:23][CH2:24][C:25]1[CH:30]=[CH:29][CH:28]=[CH:27][N:26]=1)=[O:22].Br[CH2:37][CH2:38][CH2:39][F:40]>>[CH3:1][O:2][C:3]1[CH:4]=[C:5]([CH:31]=[CH:32][C:33]=1[O:34][CH3:35])[CH2:6][CH:7]1[C:16]2[C:11](=[C:12]([O:18][CH3:19])[CH:13]=[CH:14][C:15]=2[O:17][CH2:37][CH2:38][CH2:39][F:40])[CH2:10][CH2:9][N:8]1[CH2:20][C:21]([NH:23][CH2:24][C:25]1[CH:30]=[CH:29][CH:28]=[CH:27][N:26]=1)=[O:22]. Procedure details: prepared by reaction of 2-[1-(3,4-dimethoxy-benzyl)-8-hydroxy-5-methoxy-3,4-dihydro-1H-isoquinolin-2-yl]-N-(pyridin-2-yl-methyl)-acetamide with 1-bromo-3-fluoro-propane Reaction SMILES: [C:1]([O:5][C:6]([CH2:8][N:9]([S:23]([C:26]1[CH:31]=[C:30]([Cl:32])[CH:29]=[C:28]([Cl:33])[CH:27]=1)(=[O:25])=[O:24])[C:10]1[CH:22]=[CH:21][C:13]2[S:14][C:15]([C:17](OC)=[O:18])=[CH:16][C:12]=2[CH:11]=1)=[O:7])([CH3:4])([CH3:3])[CH3:2].[NH3:34]>>[C:1]([O:5][C:6](=[O:7])[CH2:8][N:9]([C:10]1[CH:22]=[CH:21][C:13]2[S:14][C:15]([C:17](=[O:18])[NH2:34])=[CH:16][C:12]=2[CH:11]=1)[S:23]([C:26]1[CH:31]=[C:30]([Cl:32])[CH:29]=[C:28]([Cl:33])[CH:27]=1)(=[O:25])=[O:24])([CH3:4])([CH3:3])[CH3:2]. Reported procedure: 250 mg methyl 5-[tert-butoxycarbonylmethyl-(3,5-dichloro-phenylsulphonyl)-amino]-benzo[b]thiophen-2-carboxylate are dissolved in 30 ml ammonia-saturated methanol and stirred for 24 hours at ambient temperature. Then the solution is heated to 80° C. in a pressurised vessel for 8 hours. Then the solvent is eliminated in vacuo and the residue is extracted from diisopropylether. The product thus obtained is chromatographed on silica gel with cyclohexane/ethyl acetate (9:1 to 1:4). Product: C(C)(C)(C)OC(CN(S(=O)(=O)C1=CC(=CC(=C1)Cl)Cl)C1=CC2=C(SC(=C2)C(N)=O)C=C1)=O (tert.butyl[(2-carbamoyl-benzo[b]thiophene-5-yl)-(3,5-dichloro-phenylsulphonyl)-amino]-acetate). The reactants are C(C)(C)(C)OC(=O)CN(C1=CC2=C(SC(=C2)C(=O)OC)C=C1)S(=O)(=O)C1=CC(=CC(=C1)Cl)Cl (methyl 5-[tert-butoxycarbonylmethyl-(3,5-dichloro-phenylsulphonyl)-amino]-benzo[b]thiophen-2-carboxylate), N (ammonia). Conditions: time 24 hour. The reactants are CC(C)(C)OC(=O)CC(=O)c1ccnc(-n2ccnc2)c1, CC(C)=O, O=C(OC(=O)C(F)(F)F)C(F)(F)F, O=C(O)C(F)(F)F. Product: CC1(C)OC(=O)C=C(c2ccnc(-n3ccnc3)c2)O1. RXN SMILES: [C:1]([CH3:2])([CH3:3])([CH3:4])[O:5][C:6]([CH2:7][C:8](=[O:9])[c:10]1[cH:11][c:12](-[n:16]2[cH:17][n:18][cH:19][cH:20]2)[n:13][cH:14][cH:15]1)=[O:21].[CH3:42][C:43](=[O:44])[CH3:45].[F:22][C:23]([F:24])([F:25])[C:26]([O:27][C:28](=[O:29])[C:30]([F:31])([F:32])[F:33])=[O:34].[F:35][C:36]([F:37])([F:38])[C:39]([OH:40])=[O:41]>>[C:1]1([CH3:2])([CH3:3])[O:5][C:6](=[O:21])[CH:7]=[C:8]([c:10]2[cH:11][c:12](-[n:16]3[cH:17][n:18][cH:19][cH:20]3)[n:13][cH:14][cH:15]2)[O:9]1. Starting materials: three-mouth, ClC1=NC(=C2NC=NC2=N1)Cl (2,6-dichloropurine), C(C)(=O)OCC (ethyl acetate), pyridinium salt, acid, C(C=C)NCC=C (diallylamine), O1CCCC=C1 (2,3-dihydropyrane). Solvent: C(C)N(CC)CC (Triethylamine). Reaction conditions: time 5 minute. The product is N1=CN=C2N=CNC2=C1 (purin). The yield is 203.0%. RXN SMILES: Cl[C:2]1[N:10]=[C:9]2[C:5]([NH:6][CH:7]=[N:8]2)=[C:4](Cl)[N:3]=1.C(OCC)(=O)C.O1C=CCCC1.C(NCC=C)C=C>C(N(CC)CC)C>[N:3]1[CH:4]=[C:5]2[C:9]([N:8]=[CH:7][NH:6]2)=[N:10][CH:2]=1. Reported procedure: In a 100 ml three-mouth bottle, 2,6-dichloropurine (10 g), ethyl acetate (50 ml), pyridinium salt of paratoluenesulfonic acid (0.2 g) are mixed. The above mixture is stirred and heated to a temperature of 35° C., 2,3-dihydropyrane (12 ml) is added thereto within 5 min. The above mixture is reacted at 50˜60° C. for 3 h. The completion of reaction is checked with TCL analysis. Triethylamine (8 ml) is added to the bottle, and diallylamine (11.4 ml) is added thereto at the temperature within 20 min,... Starting materials: COC(=O)C(=Cc1cc(OC)cc(OC)c1)c1ccc(Oc2ccc(C=C3SC(=O)NC3=O)cc2)cc1, CC(=O)O, O=C[O-], [NH4+]. The product is COC(=O)C(=Cc1cc(OC)cc(OC)c1)c1ccc(Oc2ccc(CC3SC(=O)NC3=O)cc2)cc1. RXN SMILES: [CH3:1][O:2][C:3]([C:4](=[CH:5][c:6]1[cH:7][c:8]([O:14][CH3:15])[cH:9][c:10]([O:12][CH3:13])[cH:11]1)[c:16]1[cH:17][cH:18][c:19]([O:22][c:23]2[cH:24][cH:25][c:26]([CH:29]=[C:30]3[C:31](=[O:36])[NH:32][C:33](=[O:35])[S:34]3)[cH:27][cH:28]2)[cH:20][cH:21]1)=[O:37].[CH3:42][C:43](=[O:44])[OH:45].[CH:38]([O-:39])=[O:40].[NH4+:41]>>[CH3:1][O:2][C:3]([C:4](=[CH:5][c:6]1[cH:7][c:8]([O:14][CH3:15])[cH:9][c:10]([O:12][CH3:13])[cH:11]1)[c:16]1[cH:17][cH:18][c:19]([O:22][c:23]2[cH:24][cH:25][c:26]([CH2:29][CH:30]3[C:31](=[O:36])[NH:32][C:33](=[O:35])[S:34]3)[cH:27][cH:28]2)[cH:20][cH:21]1)=[O:37]. Reactants: ClCCOC1=CC=C(C=C1)C=1C=NC=C(C#N)C1NC=1C(=C2C=CNC2=C(C1)Cl)C (5-[4-(2-chloroethoxy)phenyl]-4-[(7-chloro-4-methyl-1H-indol-5-yl)amino]nicotinonitrile), CN1CCNCC1 (1-methylpiperazine). Run in COCCOC (DME). The product is ClC=1C=C(C(=C2C=CNC12)C)NC1=C(C=NC=C1C#N)C1=CC=C(C=C1)OCCN1CCN(CC1)C (4-[(7-chloro-4-methyl-1H-indol-5-yl)amino]-5-{4-[2-(4-methylpiperazin-1-yl)ethoxy]phenyl}nicotinonitrile). The yield is 93.1%. RXN SMILES: Cl[CH2:2][CH2:3][O:4][C:5]1[CH:10]=[CH:9][C:8]([C:11]2[CH:12]=[N:13][CH:14]=[C:15]([C:18]=2[NH:19][C:20]2[C:21]([CH3:30])=[C:22]3[C:26](=[C:27]([Cl:29])[CH:28]=2)[NH:25][CH:24]=[CH:23]3)[C:16]#[N:17])=[CH:7][CH:6]=1.[CH3:31][N:32]1[CH2:37][CH2:36][NH:35][CH2:34][CH2:33]1>COCCOC>[Cl:29][C:27]1[CH:28]=[C:20]([NH:19][C:18]2[C:15]([C:16]#[N:17])=[CH:14][N:13]=[CH:12][C:11]=2[C:8]2[CH:7]=[CH:6][C:5]([O:4][CH2:3][CH2:2][N:35]3[CH2:36][CH2:37][N:32]([CH3:31])[CH2:33][CH2:34]3)=[CH:10][CH:9]=2)[C:21]([CH3:30])=[C:22]2[C:26]=1[NH:25][CH:24]=[CH:23]2. Reported procedure: A solution of 5-[4-(2-chloroethoxy)phenyl]-4-[(7-chloro-4-methyl-1H-indol-5-yl)amino]nicotinonitrile (144 mg, 0.3 mmol) and 1-methylpiperazine (330 mg, 3.3 mmol) in DME (3 mL) was stirred at 110° C. for 48 h. After the solution was concentrated, 1 N HCl was added and the aqueous phase was extracted with ethyl acetate, adjusted to pH of 10 by adding sodium carbonate, and extracted with ethyl acetate. The combined organic phases were washed with water and brine, dried over magnesium sulfate, and c...